This data is from the Open Reaction Database (ORD), a public repository of structured organic reaction records. The task is: describe an organic reaction: reactants, conditions, products, and yield Starting materials: [N+](=O)([O-])C=1C=CC2=C(C(N3[C@H](CO2)CCC3)=O)C1 ((S)-7-nitro-2,3,11,11a-tetrahydro-1H,5H-pyrrolo[2,1-c][1,4]benzoxazepine-5-one), [H][H] (hydrogen), CO (methanol), [H][H] (hydrogen). The reagents and catalysts are [Pd] (palladium on activated carbon). The solvent is C(C)O (ethanol). The product is NC=1C=CC2=C(C(N3[C@H](CO2)CCC3)=O)C1 ((S)-7-amino-2,3,11,11a-tetrahydro-1H,5H-pyrrolo[2,1-c][1,4]benzoxazepine-5-one). Isolated yield 93.8%. Reaction SMILES: [N+:1]([C:4]1[CH:5]=[CH:6][C:7]2[O:13][CH2:12][C@@H:11]3[CH2:14][CH2:15][CH2:16][N:10]3[C:9](=[O:17])[C:8]=2[CH:18]=1)([O-])=O.CO.[H][H]>C(O)C.[Pd]>[NH2:1][C:4]1[CH:5]=[CH:6][C:7]2[O:13][CH2:12][C@@H:11]3[CH2:14][CH2:15][CH2:16][N:10]3[C:9](=[O:17])[C:8]=2[CH:18]=1. Procedure details: A solution of (S)-7-nitro-2,3,11,11a-tetrahydro-1H,5H-pyrrolo[2,1-c][1,4]benzoxazepine-5-one (7.4 g), prepared as described in Example 3L, in ethanol (100 ml) and methanol (50 ml) was hydrogenated over 10% palladium on activated carbon under 2 bar hydrogen, until the uptake of hydrogen ceased. The mixture was filtered to remove the catalyst and evaporated to dryness in vacuo. The crude product was passed through a short silica column (eluting with 10% methanol in dichloromethane) to give the tit... The reactants are O=C1N=C(SC1C(=O)OCC)NC1=C(C=CC=C1)C(F)(F)F (ethyl 4-oxo-2-(2-(trifluoromethyl)phenylamino)-4,5-dihydrothiazole-5-carboxylate), C(C=C)(=O)OC(C)(C)C (tert-butyl acrylate), C1CCC2=NCCCN2CC1 (DBU). Solvent: CCO (EtOH). Conditions: time 8 hour. Yields the product C(C)(C)(C)OC(CCC1(C(N=C(S1)NC1=C(C=CC=C1)C(F)(F)F)=O)C(=O)OCC)=O (Ethyl 5-(3-tert-butoxy-3-oxopropyl)-4-oxo-2-(2-(trifluoromethyl)phenylamino)-4,5-dihydrothiazole-5-carboxylate). RXN SMILES: [O:1]=[C:2]1[CH:6]([C:7]([O:9][CH2:10][CH3:11])=[O:8])[S:5][C:4]([NH:12][C:13]2[CH:18]=[CH:17][CH:16]=[CH:15][C:14]=2[C:19]([F:22])([F:21])[F:20])=[N:3]1.[C:23]([O:27][C:28]([CH3:31])([CH3:30])[CH3:29])(=[O:26])[CH:24]=[CH2:25].C1CCN2C(=NCCC2)CC1>CCO>[C:28]([O:27][C:23](=[O:26])[CH2:24][CH2:25][C:6]1([C:7]([O:9][CH2:10][CH3:11])=[O:8])[S:5][C:4]([NH:12][C:13]2[CH:18]=[CH:17][CH:16]=[CH:15][C:14]=2[C:19]([F:22])([F:20])[F:21])=[N:3][C:2]1=[O:1])([CH3:31])([CH3:30])[CH3:29]. Procedure details: The above compounds were prepared according to the procedure reported in the literature: see S. Muthusamy Synth. Commun. 2002, 32, 3247. To a stirred solution of ethyl 4-oxo-2-(2-(trifluoromethyl)phenylamino)-4,5-dihydrothiazole-5-carboxylate (1.1 g, 3.3 mol), tert-butyl acrylate (Aldrich, 2.5 mL, 16.5 mmol) in EtOH (10 mL) was added DBU (Aldrich, 0.25 mL, 1.6 mmol). The mixture was stirred at r.t. overnight and concentrated in vacuo. The crude product was purified by silica gel chromatography. ... Reactants: Clc1cc(OCCOc2ccc3ccccc3c2)cc(Cl)c1Br, [C-]#N, CN(C)C=O, N#C[Na]. As a reaction SMILES: [Br:1][c:2]1[c:3]([Cl:23])[cH:4][c:5]([O:6][CH2:7][CH2:8][O:9][c:10]2[cH:11][c:12]3[cH:13][cH:14][cH:15][cH:16][c:17]3[cH:18][cH:19]2)[cH:20][c:21]1[Cl:22].[C-:24]#[N:25].[CH3:26][N:27]([CH3:28])[CH:29]=[O:30].[Na:31][C:32]#[N:33]>>[c:2]1([C:24]#[N:25])[c:3]([Cl:23])[cH:4][c:5]([O:6][CH2:7][CH2:8][O:9][c:10]2[cH:11][c:12]3[cH:13][cH:14][cH:15][cH:16][c:17]3[cH:18][cH:19]2)[cH:20][c:21]1[Cl:22]. Product: N#Cc1c(Cl)cc(OCCOc2ccc3ccccc3c2)cc1Cl. The reactants are FC(C1=CC=C(C=N1)CN)(F)F ((6-(trifluoromethyl)pyridin-3-yl)methanamine), C(C1=CC=CC=C1)OC1=CC(N(C=C1)C=1SC(=C(N1)C)C(=O)O)=O (2-(4-(benzyloxy)-2-oxopyridin-1(2H)-yl)-4-methylthiazole-5-carboxylic acid). Yields the product C(C1=CC=CC=C1)OC1=CC(N(C=C1)C=1SC(=C(N1)C)C(=O)NCC=1C=NC(=CC1)C(F)(F)F)=O (2-(4-(Benzyloxy)-2-oxopyridin-1(2H)-yl)-4-methyl-N-((6-(trifluoromethyl)pyridin-3-yl)methyl)thiazole-5-carboxamide). Isolated yield 38.0%. RXN SMILES: [F:1][C:2]([F:12])([F:11])[C:3]1[N:8]=[CH:7][C:6]([CH2:9][NH2:10])=[CH:5][CH:4]=1.[CH2:13]([O:20][C:21]1[CH:26]=[CH:25][N:24]([C:27]2[S:28][C:29]([C:33](O)=[O:34])=[C:30]([CH3:32])[N:31]=2)[C:23](=[O:36])[CH:22]=1)[C:14]1[CH:19]=[CH:18][CH:17]=[CH:16][CH:15]=1>>[CH2:13]([O:20][C:21]1[CH:26]=[CH:25][N:24]([C:27]2[S:28][C:29]([C:33]([NH:10][CH2:9][C:6]3[CH:7]=[N:8][C:3]([C:2]([F:11])([F:1])[F:12])=[CH:4][CH:5]=3)=[O:34])=[C:30]([CH3:32])[N:31]=2)[C:23](=[O:36])[CH:22]=1)[C:14]1[CH:19]=[CH:18][CH:17]=[CH:16][CH:15]=1. Reported procedure: Following the procedure as described in Example 22, making variation only as required to use (6-(trifluoromethyl)pyridin-3-yl)methanamine in place of benzo[b]thiophen-2-ylmethanamine to react with 2-(4-(benzyloxy)-2-oxopyridin-1(2H)-yl)-4-methylthiazole-5-carboxylic acid, the title compound was obtained as a colorless solid in 38% yield: 1H NMR (300 MHz, DMSO-d6) δ 8.89 (t, J=5.6 Hz, 1H), 8.69 (br s, 1H), 8.61 (d, J=8.1 Hz 1H), 7.98-7.96 (m, 1H), 7.87-7.84 (m, 1H), 7.45-7.33 (m, 5H), 6.39 (dd, J... The reactants are CC1=C(N=CN1)CSCCNC1=NC=C2C(=C1C(=O)OCC)CCC2 (2-[2-(5-Methyl-4-imidazolylmethylthio)ethylamino]-3-carbethoxy-4,5-propanopyridine), Cl (hydrochloric acid). Yields the product Cl.Cl.CC1=C(N=CN1)CSCCNC1=NC=C2C(=C1C(=O)O)CCC2 (2-[2-(5-methyl-4-imidazolylmethylthio)ethylamino]4,5-propanopyridine 3-carboxylic acid dihydrochloride). The yield is 38.0%. RXN SMILES: [CH3:1][C:2]1[NH:6][CH:5]=[N:4][C:3]=1[CH2:7][S:8][CH2:9][CH2:10][NH:11][C:12]1[C:17]([C:18]([O:20]CC)=[O:19])=[C:16]2[CH2:23][CH2:24][CH2:25][C:15]2=[CH:14][N:13]=1.[ClH:26]>>[ClH:26].[ClH:26].[CH3:1][C:2]1[NH:6][CH:5]=[N:4][C:3]=1[CH2:7][S:8][CH2:9][CH2:10][NH:11][C:12]1[C:17]([C:18]([OH:20])=[O:19])=[C:16]2[CH2:23][CH2:24][CH2:25][C:15]2=[CH:14][N:13]=1 |f:2.3.4|. Reported procedure: 2-[2-(5-Methyl-4-imidazolylmethylthio)ethylamino]-3-carbethoxy-4,5-propanopyridine (15.0 g, 41.7 m.mole) and concentrated hydrochloric acid (36% w/v, 250 ml) were refluxed for 21 hours. The solution was evaporated to dryness in vacuo, ethanol being added to assist in removal of the water. The residue was rinsed with methanol and isopropanol and dried to give 2-[2-(5-methyl-4-imidazolylmethylthio)ethylamino]4,5-propanopyridine 3-carboxylic acid dihydrochloride (6.47 g, 38% yield; m.p. 208.5°-209°... Starting materials: BrC1=C(C=CC=C1)O (2-bromo-phenol), C(C)OC(C#CC)=O (ethyl-2-butynoate), N12CCCCCC2=NCCC1 (1,8-diazabicyclo[5.4.0]undec-7-ene). The solvent is O1CCCC1 (tetrahydrofuran), O1CCCC1 (tetrahydrofuran). The product is C(C)OC(\C=C(/C)\OC1=C(C=CC=C1)Br)=O ((E)-3-(2-bromo-phenoxy)-but-2-enoic acid ethyl ester). The yield is 67.4%. Reaction SMILES: [Br:1][C:2]1[CH:7]=[CH:6][CH:5]=[CH:4][C:3]=1[OH:8].[CH2:9]([O:11][C:12](=[O:16])[C:13]#[C:14][CH3:15])[CH3:10].N12CCCN=C1CCCCC2>O1CCCC1>[CH2:9]([O:11][C:12](=[O:16])/[CH:13]=[C:14](/[O:8][C:3]1[CH:4]=[CH:5][CH:6]=[CH:7][C:2]=1[Br:1])\[CH3:15])[CH3:10]. Reported procedure: To a stirred mixture of 2-bromo-phenol (9.02 g, 0.052 mol) and ethyl-2-butynoate (11.7 g, 0.104 mol) in tetrahydrofuran (50 mL) was added 1,8-diazabicyclo[5.4.0]undec-7-ene (8.05 g, 0.053 mol) slowly. After addition was complete the mixture was stirred at reflux overnight. Upon completion of the reaction the tetrahydrofuran was removed in vacuo and the residue was diluted in diethyl ether and washed first with 1N aqueous hydrochloric acid, then 10% aqueous sodium hydroxide solution, a saturated ... Starting materials: Cl.S1C(=CC2=C1C=CC=C2)C(=O)NC2(CCCCC2)C(=O)NC2C(CNCC2)O (4-[N-[1-[N-(benzothiophen-2-ylcarbonyl)amino]cyclohexanecarbonyl]amino]-3-piperidinol hydrochloride), BrC1=C(C=CC(=C1)C(F)(F)F)Cl (1-bromo-2-chloro-5-trifluoromethylbenzene). Yields the product S1C(=CC2=C1C=CC=C2)C(=O)NC2(CCCCC2)C(=O)NC2C(CN(CC2)C2=C(C=CC(=C2)C(F)(F)F)Cl)=O (4-[N-[1-[N-(benzothiophen-2-ylcarbonyl)amino]cyclohexanecarbonyl]amino]-1-(2-chloro-5-trifluoromethylphenyl)piperidin-3-one). Reaction SMILES: Cl.[S:2]1[C:6]2[CH:7]=[CH:8][CH:9]=[CH:10][C:5]=2[CH:4]=[C:3]1[C:11]([NH:13][C:14]1([C:20]([NH:22][CH:23]2[CH2:28][CH2:27][NH:26][CH2:25][CH:24]2[OH:29])=[O:21])[CH2:19][CH2:18][CH2:17][CH2:16][CH2:15]1)=[O:12].Br[C:31]1[CH:36]=[C:35]([C:37]([F:40])([F:39])[F:38])[CH:34]=[CH:33][C:32]=1[Cl:41]>>[S:2]1[C:6]2[CH:7]=[CH:8][CH:9]=[CH:10][C:5]=2[CH:4]=[C:3]1[C:11]([NH:13][C:14]1([C:20]([NH:22][CH:23]2[CH2:28][CH2:27][N:26]([C:31]3[CH:36]=[C:35]([C:37]([F:39])([F:40])[F:38])[CH:34]=[CH:33][C:32]=3[Cl:41])[CH2:25][C:24]2=[O:29])=[O:21])[CH2:19][CH2:18][CH2:17][CH2:16][CH2:15]1)=[O:12] |f:0.1|. Procedure details: In accordance with the same procedure as in Example 85, except that 4-[N-[1-[N-(benzothiophen-2-ylcarbonyl)amino]cyclohexanecarbonyl]amino]-3-piperidinol hydrochloride was used instead of 4-[N-[1-[N-(furan-2-ylcarbonyl)amino]cyclohexanecarbonyl]amino]-3-piperidinol hydrochloride and 1-bromo-2-chloro-5-trifluoromethylbenzene was used instead of 1-bromo-4-fluoro-2-thiomethoxybenzene in Step 1 thereof, 222 mg of the titled compound was prepared